This data is from the Open Reaction Database (ORD), a public repository of structured organic reaction records. The task is: describe an organic reaction: reactants, conditions, products, and yield Procedure: A mixture of the crude 2-(4-hydrazinophenyl)acetamide hydrochloride (16.19 g) (contains 0.05 mol) and 4-(1,3-dihydro-1,3-dioxo-2H-isoindol-2-yl)butanal diethyl acetal (14.5 g) was heated under reflux in 25% aqueous acetic acid (1 l) for 30 min. The cooled mixture was poured into ethyl acetate (750 ml) the organic phase was separated and the aqueous phase was washed with ethyl acetate (250 ml). The combined organic extracts were washed with water (500 ml), dried (Na2SO4) and evaporated under redu... Reaction SMILES: Cl.[NH:2]([C:4]1[CH:9]=[CH:8][C:7]([CH2:10][C:11]([NH2:13])=[O:12])=[CH:6][CH:5]=1)N.C(O[CH:17](OCC)[CH2:18][CH2:19][CH2:20][N:21]1[C:29](=[O:30])[C:28]2[C:23](=[CH:24][CH:25]=[CH:26][CH:27]=2)[C:22]1=[O:31])C.C(OCC)(=O)C>C(O)(=O)C>[O:31]=[C:22]1[C:23]2[C:28](=[CH:27][CH:26]=[CH:25][CH:24]=2)[C:29](=[O:30])[N:21]1[CH2:20][CH2:19][C:18]1[C:9]2[C:4](=[CH:5][CH:6]=[C:7]([CH2:10][C:11]([NH2:13])=[O:12])[CH:8]=2)[NH:2][CH:17]=1 |f:0.1|. The reactants are Cl.N(N)C1=CC=C(C=C1)CC(=O)N (2-(4-hydrazinophenyl)acetamide hydrochloride), C(C)OC(CCCN1C(C2=CC=CC=C2C1=O)=O)OCC (4-(1,3-dihydro-1,3-dioxo-2H-isoindol-2-yl)butanal diethyl acetal), C(C)(=O)OCC (ethyl acetate). The product is O=C1N(C(C2=CC=CC=C12)=O)CCC1=CNC2=CC=C(C=C12)CC(=O)N (3-[2-(1,3-Dihydro-1,3-dioxo-2H-isoindol-2-yl)ethyl]-1H-indole-5-acetamide). Run in C(C)(=O)O (acetic acid).